From a dataset of the Open Reaction Database (ORD), a public repository of structured organic reaction records. describe an organic reaction: reactants, conditions, products, and yield Starting materials: CC(C)(C)CC1CNC(c2cccc(Cl)c2F)C1(C#N)c1ccc(Cl)cc1F, O=C=Nc1ccc(Cl)cc1, ClCCl. The product is CC(C)(C)CC1CN(C(=O)Nc2ccc(Cl)cc2)C(c2cccc(Cl)c2F)C1(C#N)c1ccc(Cl)cc1F. RXN SMILES: [Cl:1][c:2]1[c:3]([F:28])[c:4]([CH:8]2[NH:9][CH2:10][CH:11]([CH2:23][C:24]([CH3:25])([CH3:26])[CH3:27])[C:12]2([C:13]#[N:14])[c:15]2[c:16]([F:22])[cH:17][c:18]([Cl:21])[cH:19][cH:20]2)[cH:5][cH:6][cH:7]1.[Cl:29][c:30]1[cH:31][cH:32][c:33]([N:36]=[C:37]=[O:38])[cH:34][cH:35]1.[Cl:39][CH2:40][Cl:41]>>[Cl:1][c:2]1[c:3]([F:28])[c:4]([CH:8]2[N:9]([C:37]([NH:36][c:33]3[cH:32][cH:31][c:30]([Cl:29])[cH:35][cH:34]3)=[O:38])[CH2:10][CH:11]([CH2:23][C:24]([CH3:25])([CH3:26])[CH3:27])[C:12]2([C:13]#[N:14])[c:15]2[c:16]([F:22])[cH:17][c:18]([Cl:21])[cH:19][cH:20]2)[cH:5][cH:6][cH:7]1. Reaction SMILES: [Cl:1][C:2]1[CH:7]=[CH:6][C:5]([C:8]2[N:12]([CH:13]([CH:16]3[CH2:21][CH2:20][CH2:19][CH2:18][CH2:17]3)[CH2:14][OH:15])[C:11]3[CH:22]=[C:23]([F:27])[C:24]([F:26])=[CH:25][C:10]=3[N:9]=2)=[CH:4][CH:3]=1.[CH3:28][O:29][C:30](=[O:39])[C:31]1[CH:36]=[CH:35][C:34](O)=[C:33]([CH3:38])[CH:32]=1.N(C(OC(C)(C)C)=O)=NC(OC(C)(C)C)=O>>[CH3:28][O:29][C:30](=[O:39])[C:31]1[CH:36]=[CH:35][C:34]([O:15][CH2:14][CH:13]([N:12]2[C:11]3[CH:22]=[C:23]([F:27])[C:24]([F:26])=[CH:25][C:10]=3[N:9]=[C:8]2[C:5]2[CH:6]=[CH:7][C:2]([Cl:1])=[CH:3][CH:4]=2)[CH:16]2[CH2:17][CH2:18][CH2:19][CH2:20][CH2:21]2)=[C:33]([CH3:38])[CH:32]=1. Procedure details: The title compound was prepared in analogy to Example 4, intermediate, from 2-[2-(4-chloro-phenyl)-5,6-difluoro-benzoimidazol-1-yl]-2-cyclohexyl-ethanol (Ex. 1, int. c) and 4-hydroxy-3-methyl-benzoic acid methyl ester (commercially available) and replacing di-ethyl azodicarboxylate by di-tert-butyl azodicarboxylate. Colorless oil (60%). MS (Turbo Spray): m/z=539.2 [M+H]. Starting materials: oil, ClC1=CC=C(C=C1)C1=NC2=C(N1C(CO)C1CCCCC1)C=C(C(=C2)F)F (2-[2-(4-chloro-phenyl)-5,6-difluoro-benzoimidazol-1-yl]-2-cyclohexyl-ethanol), COC(C1=CC(=C(C=C1)O)C)=O (4-hydroxy-3-methyl-benzoic acid methyl ester), N(=NC(=O)OC(C)(C)C)C(=O)OC(C)(C)C (di-tert-butyl azodicarboxylate). Yields the product COC(C1=CC(=C(C=C1)OCC(C1CCCCC1)N1C(=NC2=C1C=C(C(=C2)F)F)C2=CC=C(C=C2)Cl)C)=O (4-{2-[2-(4-Chloro-phenyl)-5,6-difluoro-benzoimidazol-1-yl]-2-cyclohexyl-ethoxy}-3-methyl-benzoic acid methyl ester). Starting materials: Cl.FC=1C=C(C=CC1OC1=NC=NN2C1=C(C(=C2)OCCN2CCOCC2)C)NC(CC(=O)NC2=CC=C(C=C2)F)=O (N1-(3-Fluoro-4-(5-methyl-6-(2-morpholinoethoxy)pyrrolo[2,1-f][1,2,4]triazin-4-yloxy)phenyl)-N3-(4-fluorophenyl)malonamide, hydrochloride salt), Cl.Cl.FC=1C=C(C=CC1OC1=NC=NN2C1=C(C(=C2)OCCN2CCN(CC2)C)C)NC(=S)NC(CC2=CC=C(C=C2)F)=O (1-(3-Fluoro-4-(5-methyl-6-(2-(4-methylpiperazin-1-yl)ethoxy)pyrrolo[2,1-f][1,2,4]triazin-4-yloxy)phenyl)-3-(2-(4-fluorophenyl)acetyl)thiourea, bis-hydrochloride salt), Cl.Cl.FC=1C=C(C=CC1OC1=NC=NN2C1=C(C(=C2)OCCN2CCN(CC2)C)C)NC(=S)NC(CC2=CC=C(C=C2)F)=O (1-(3-Fluoro-4-(5-methyl-6-(2-(4-methylpiperazin-1-yl)ethoxy)pyrrolo[2,1-f][1,2,4]triazin-4-yloxy)phenyl)-3-(2-(4-fluorophenyl)acetyl)thiourea, bis-hydrochloride salt), compound, Cl (HCl). Product: Cl.Cl.Cl.FC=1C=C(C=CC1OC1=NC=NN2C1=C(C(=C2)OCCN2CCN(CC2)C)C)NC(C2=CN=CC=C2)=O (N-(3-Fluoro-4-(5-methyl-6-(2-(4-methylpiperazin-1-yl)ethoxy)pyrrolo[2,1-f][1,2,4]triazin-4-yloxy)phenyl)nicotinamide, tris hydrochloride salt). RXN SMILES: [ClH:1].[F:2][C:3]1[CH:4]=[C:5]([NH:29][C:30](=[O:42])[CH2:31][C:32]([NH:34][C:35]2C=CC(F)=[CH:37][CH:36]=2)=O)[CH:6]=[CH:7][C:8]=1[O:9][C:10]1[C:15]2=[C:16]([CH3:28])[C:17]([O:19][CH2:20][CH2:21][N:22]3[CH2:27][CH2:26]O[CH2:24][CH2:23]3)=[CH:18][N:14]2[N:13]=[CH:12][N:11]=1.Cl.Cl.FC1C=C(NC(NC(=O)CC2C=CC(F)=CC=2)=S)C=CC=1O[C:53]1C2=C(C)C(OCCN3CCN(C)CC3)=CN2N=C[N:54]=1.Cl>>[ClH:1].[ClH:1].[ClH:1].[F:2][C:3]1[CH:4]=[C:5]([NH:29][C:30](=[O:42])[C:31]2[CH:37]=[CH:36][CH:35]=[N:34][CH:32]=2)[CH:6]=[CH:7][C:8]=1[O:9][C:10]1[C:15]2=[C:16]([CH3:28])[C:17]([O:19][CH2:20][CH2:21][N:22]3[CH2:27][CH2:26][N:54]([CH3:53])[CH2:24][CH2:23]3)=[CH:18][N:14]2[N:13]=[CH:12][N:11]=1 |f:0.1,2.3.4,6.7.8.9|. Procedure: Following a procedure similar to that for the synthesis of Compound D of Example 36, 3-fluoro-4-(5-methyl-6-(2-(4-methylpiperazin-1-yl)ethoxy)pyrrolo[2,1-f][1,2,4]triazin-4-yloxy)benzenamine (20 mg, 0.05 mmol, Compound B of Example 45) was converted the tile compound (10 mg, 32%) as a 3.HCl salt. 1H NMR (CD3OD) δ 9.46 (s, 1H), 9.20 (d, 1H), 9.08 (d, 1H), 8.29 (m, 1H), 7.92 (d, 1H), 7.81 (s, 1H), 7.82 (s, 1H), 7.61 (m, 1H), 7.42 (m, 1H), 4.54 (m, 2H), 3.82-4.05 (m, 10H), 3.05 (s, 3H), 2.51 (s, 3H... Reaction SMILES: [C:1]([NH:9][C:10]1[CH:46]=[CH:45][N:13]([C@@H:14]2[O:44][C@H:18]([CH2:19][O:20]C(C3C=CC=CC=3)(C3C=CC(OC)=CC=3)C3C=CC(OC)=CC=3)[C@@H:16]([OH:17])[CH2:15]2)[C:12](=[O:47])[N:11]=1)(=[O:8])[C:2]1[CH:7]=[CH:6][CH:5]=[CH:4][CH:3]=1.[Si:48](O[C@@H]1[C@@H](CO)O[C@@H](N2C3N=C(NC(=O)C(C)C)NC(=O)C=3N=C2)C1)([C:51]([CH3:54])([CH3:53])[CH3:52])([CH3:50])[CH3:49]>>[Si:48]([O:17][C@@H:16]1[C@@H:18]([CH2:19][OH:20])[O:44][C@@H:14]([N:13]2[CH:45]=[CH:46][C:10]([NH:9][C:1](=[O:8])[C:2]3[CH:7]=[CH:6][CH:5]=[CH:4][CH:3]=3)=[N:11][C:12]2=[O:47])[CH2:15]1)([C:51]([CH3:54])([CH3:53])[CH3:52])([CH3:50])[CH3:49]. Procedure: This compound was prepared from N4 -benzoyl-5'-O-(4,4'-dimethoxytrityl)-2'-deoxycytidine by the same procedure used for the preparation of 3'-O-t-butyldimethylsilyl-N2 -isobutyryl-2'-deoxyguanosine. Reactants: C(C1=CC=CC=C1)(=O)NC1=NC(N([C@H]2C[C@H](O)[C@@H](COC(C3=CC=C(C=C3)OC)(C3=CC=C(C=C3)OC)C3=CC=CC=C3)O2)C=C1)=O (N4 -benzoyl-5'-O-(4,4'-dimethoxytrityl)-2'-deoxycytidine), [Si](C)(C)(C(C)(C)C)O[C@H]1C[C@@H](O[C@@H]1CO)N1C=NC=2C(=O)NC(NC(C(C)C)=O)=NC12 (3'-O-t-butyldimethylsilyl-N2 -isobutyryl-2'-deoxyguanosine). Product: [Si](C)(C)(C(C)(C)C)O[C@H]1C[C@@H](O[C@@H]1CO)N1C(=O)N=C(NC(C2=CC=CC=C2)=O)C=C1 (3'-O-t-Butyldimethylsilyl-N4 -benzoyl-2'-deoxycytidine). Reactants: C(=O)([O-])[O-].[Na+].[Na+] (Na2CO3), NC1=C(C=C(C=N1)C=1C=NN(C1)C1CC2(C1)CCN(CC2)C(=O)OC(C)(C)C)O[C@H](C)C2=C(C(=CC=C2Cl)F)Cl ((R)-tert-butyl 2-(4-(6-amino-5-(1-(2,6-dichloro-3-fluorophenyl)ethoxy)pyridin-3-yl)-1H-pyrazol-1-yl)-7-azaspiro[3.5]nonane-7-carboxylate), O (H2O). Run in CCOC(=O)C (EtOAc), C(=O)O (formic acid). Run at time 90 minute. The product is C1C(CC12CCNCC2)N2N=CC(=C2)C=2C=C(C(=NC2)N)O[C@H](C)C2=C(C(=CC=C2Cl)F)Cl ((R)-5-(1-(7-azaspiro[3.5]nonan-2-yl)-1H-pyrazol-4-yl)-3-(1-(2,6-dichloro-3-fluorophenyl)ethoxy)pyridin-2-amine). Yield: 88.2%. Reaction SMILES: [NH2:1][C:2]1[N:7]=[CH:6][C:5]([C:8]2[CH:9]=[N:10][N:11]([CH:13]3[CH2:16][C:15]4([CH2:21][CH2:20][N:19](C(OC(C)(C)C)=O)[CH2:18][CH2:17]4)[CH2:14]3)[CH:12]=2)=[CH:4][C:3]=1[O:29][C@@H:30]([C:32]1[C:37]([Cl:38])=[CH:36][CH:35]=[C:34]([F:39])[C:33]=1[Cl:40])[CH3:31].C([O-])([O-])=O.[Na+].[Na+].O>C(O)=O.CCOC(C)=O>[CH2:14]1[C:15]2([CH2:17][CH2:18][NH:19][CH2:20][CH2:21]2)[CH2:16][CH:13]1[N:11]1[CH:12]=[C:8]([C:5]2[CH:4]=[C:3]([O:29][C@@H:30]([C:32]3[C:37]([Cl:38])=[CH:36][CH:35]=[C:34]([F:39])[C:33]=3[Cl:40])[CH3:31])[C:2]([NH2:1])=[N:7][CH:6]=2)[CH:9]=[N:10]1 |f:1.2.3|. Procedure: (R)-tert-butyl 2-(4-(6-amino-5-(1-(2,6-dichloro-3-fluorophenyl)ethoxy)pyridin-3-yl)-1H-pyrazol-1-yl)-7-azaspiro[3.5]nonane-7-carboxylate (105 mg, 0.178 mmol, 1.0 equiv) was dissolved in formic acid (6 mL). The solution was sonicated at room temperature for 90 min (the temperature of sonication bath reached about 40° C. after 90 min). The solution was cooled to room temperature and concentrated by rotavapor to give the residue which was dissolved in EtOAc (20 mL). A solution of Na2CO3 (2.0 M, 20 ... The reactants are Cc1csc(SCc2c(Cl)ccc3c2CCN(C(=O)OC(C)(C)C)CC3)n1, ClCCl, O=C(O)C(F)(F)F. Product: Cc1csc(SCc2c(Cl)ccc3c2CCNCC3)n1. Reaction SMILES: [C:8]([O:9][C:10](=[O:11])[N:15]1[CH2:16][CH2:17][c:18]2[c:19]([c:22]([CH2:27][S:28][c:29]3[s:30][cH:31][c:32]([CH3:34])[n:33]3)[c:23]([Cl:26])[cH:24][cH:25]2)[CH2:20][CH2:21]1)([CH3:12])([CH3:13])[CH3:14].[Cl:35][CH2:36][Cl:37].[F:1][C:2]([F:3])([F:4])[C:5]([OH:6])=[O:7]>>[NH:15]1[CH2:16][CH2:17][c:18]2[c:19]([c:22]([CH2:27][S:28][c:29]3[s:30][cH:31][c:32]([CH3:34])[n:33]3)[c:23]([Cl:26])[cH:24][cH:25]2)[CH2:20][CH2:21]1.